From a dataset of the Open Reaction Database (ORD), a public repository of structured organic reaction records. describe an organic reaction: reactants, conditions, products, and yield RXN SMILES: [CH2:29]([Li:30])[CH2:31][CH2:32][CH3:33].[CH3:34][CH2:35][CH2:36][CH2:37][CH2:38][CH3:39].[CH:21]([N-:22][CH:23]([CH3:24])[CH3:25])([CH3:26])[CH3:27].[CH:40]([NH:41][CH:42]([CH3:43])[CH3:44])([CH3:45])[CH3:46].[Li+:28].[O:47]1[CH2:48][CH2:49][CH:50]([CH2:53][CH:54]=[O:55])[CH2:51][CH2:52]1.[O:56]1[CH2:57][CH2:58][CH2:59][CH2:60]1.[c:1]1([S:7](=[O:8])(=[O:9])[n:10]2[cH:11][cH:12][c:13]3[c:14]2[n:15][cH:16][c:17]([O:19][CH3:20])[cH:18]3)[cH:2][cH:3][cH:4][cH:5][cH:6]1>>[c:1]1([S:7](=[O:8])(=[O:9])[n:10]2[c:11]([CH:54]([CH2:53][CH:50]3[CH2:49][CH2:48][O:47][CH2:52][CH2:51]3)[OH:55])[cH:12][c:13]3[c:14]2[n:15][cH:16][c:17]([O:19][CH3:20])[cH:18]3)[cH:2][cH:3][cH:4][cH:5][cH:6]1. Starting materials: [Li]CCCC, CCCCCC, CC(C)[N-]C(C)C, CC(C)NC(C)C, [Li+], O=CCC1CCOCC1, C1CCOC1, COc1cnc2c(ccn2S(=O)(=O)c2ccccc2)c1. The product is COc1cnc2c(c1)cc(C(O)CC1CCOCC1)n2S(=O)(=O)c1ccccc1.